Task: describe an organic reaction: reactants, conditions, products, and yield. Dataset: the Open Reaction Database (ORD), a public repository of structured organic reaction records The reactants are C1CCNCC1, CCCC(C)Oc1nc(N)c2nc(OC)n(CCCCCN3CCCCC3)c2n1, CO, CCC(C)Oc1nc(N)c2nc(OC)n(CCCCCCl)c2n1, ClCCl. Product: CCC(C)Oc1nc(N)c2nc(OC)n(CCCCCN3CCCCC3)c2n1. RXN SMILES: [CH2:53]1[CH2:54][CH2:55][NH:56][CH2:57][CH2:58]1.[CH3:1][CH:2]([CH2:3][CH2:4][CH3:5])[O:6][c:7]1[n:8][c:9]([NH2:29])[c:10]2[n:11][c:12]([O:27][CH3:28])[n:13]([CH2:16][CH2:17][CH2:18][CH2:19][CH2:20][N:21]3[CH2:22][CH2:23][CH2:24][CH2:25][CH2:26]3)[c:14]2[n:15]1.[CH3:59][OH:60].[Cl:30][CH2:31][CH2:32][CH2:33][CH2:34][CH2:35][n:36]1[c:37]([O:38][CH3:39])[n:40][c:41]2[c:42]1[n:43][c:44]([O:45][CH:46]([CH3:47])[CH2:48][CH3:49])[n:50][c:51]2[NH2:52].[Cl:61][CH2:62][Cl:63]>>[CH3:1][CH:2]([CH2:3][CH3:4])[O:6][c:7]1[n:8][c:9]([NH2:29])[c:10]2[n:11][c:12]([O:27][CH3:28])[n:13]([CH2:16][CH2:17][CH2:18][CH2:19][CH2:20][N:21]3[CH2:22][CH2:23][CH2:24][CH2:25][CH2:26]3)[c:14]2[n:15]1. Starting materials: CCCCCCCCCCCCCC(=O)OC(CCCCCCCCCCC)CC(=O)O, NC(CO)C(=O)OCc1ccccc1, ClCCCl, CI. Product: CCCCCCCCCCCCCC(=O)OC(CCCCCCCCCCC)CC(=O)NC(CO)C(=O)OCc1ccccc1. Reaction SMILES: [C:15]([CH2:16][CH2:17][CH2:18][CH2:19][CH2:20][CH2:21][CH2:22][CH2:23][CH2:24][CH2:25][CH2:26][CH2:27][CH3:28])(=[O:29])[O:30][CH:31]([CH2:32][C:33](=[O:34])[OH:35])[CH2:36][CH2:37][CH2:38][CH2:39][CH2:40][CH2:41][CH2:42][CH2:43][CH2:44][CH2:45][CH3:46].[CH2:1]([c:2]1[cH:3][cH:4][cH:5][cH:6][cH:7]1)[O:8][C:9]([CH:10]([NH2:11])[CH2:12][OH:13])=[O:14].[CH2:47]([Cl:48])[CH2:49][Cl:50].[CH3:51][I:52]>>[CH2:1]([c:2]1[cH:3][cH:4][cH:5][cH:6][cH:7]1)[O:8][C:9]([CH:10]([NH:11][C:33]([CH2:32][CH:31]([O:30][C:15]([CH2:16][CH2:17][CH2:18][CH2:19][CH2:20][CH2:21][CH2:22][CH2:23][CH2:24][CH2:25][CH2:26][CH2:27][CH3:28])=[O:29])[CH2:36][CH2:37][CH2:38][CH2:39][CH2:40][CH2:41][CH2:42][CH2:43][CH2:44][CH2:45][CH3:46])=[O:34])[CH2:12][OH:13])=[O:14]. The reactants are C(C)S(=O)(=O)N1CCC(CC1)C1=CNC2=C(C=C(C=C12)C1=CC=C(C=C1)CO)C(=O)N (3-[1-(ethylsulfonyl)-4-piperidinyl]-5-[4-(hydroxymethyl)phenyl]-1H-indole-7-carboxamide). The reagents and catalysts are O=[Mn]=O (MnO2). Solvent: C1CCOC1 (THF). Conditions: time 8 hour. The product is C(C)S(=O)(=O)N1CCC(CC1)C1=CNC2=C(C=C(C=C12)C1=CC=C(C=C1)C=O)C(=O)N (3-[1-(ethylsulfonyl)-4-piperidinyl]-5-(4-formylphenyl)-1H-indole-7-carboxamide). Isolated yield 58.8%. RXN SMILES: [CH2:1]([S:3]([N:6]1[CH2:11][CH2:10][CH:9]([C:12]2[C:20]3[C:15](=[C:16]([C:29]([NH2:31])=[O:30])[CH:17]=[C:18]([C:21]4[CH:26]=[CH:25][C:24]([CH2:27][OH:28])=[CH:23][CH:22]=4)[CH:19]=3)[NH:14][CH:13]=2)[CH2:8][CH2:7]1)(=[O:5])=[O:4])[CH3:2]>C1COCC1.O=[Mn]=O>[CH2:1]([S:3]([N:6]1[CH2:11][CH2:10][CH:9]([C:12]2[C:20]3[C:15](=[C:16]([C:29]([NH2:31])=[O:30])[CH:17]=[C:18]([C:21]4[CH:22]=[CH:23][C:24]([CH:27]=[O:28])=[CH:25][CH:26]=4)[CH:19]=3)[NH:14][CH:13]=2)[CH2:8][CH2:7]1)(=[O:5])=[O:4])[CH3:2]. Procedure details: To a solution of 3-[1-(ethylsulfonyl)-4-piperidinyl]-5-[4-(hydroxymethyl)phenyl]-1H-indole-7-carboxamide (25 mg, 0.058 mmol) in THF (5 mL), MnO2 (160.0 mg, 1.73 mmol) was added at ambient temperature. The resulting suspension was stirred overnight, filtered through celite, and the solid rinsed with THF (3×10 mL). The filtrate was concentrated to give the title compound (15 mg, 58%) which was used in the next step without purification. Reactants: C1(C=2C(C(N1)=O)=CC=CC2)=O.[K] (potassium phthalimide), BrCCCN1[Si](CC[Si]1(C)C)(C)C (1-(3-bromopropyl)-2,2,5,5-tetramethyl-1-aza-2,5-disilacyclopentane). Solvent: CN(C=O)C (N,N-dimethylformamide). Run at temperature 75 celsius, time 5 hour. Product: C[Si]1(N([Si](CC1)(C)C)CCCN1C(C=2C(C1=O)=CC=CC2)=O)C (N-[3-(2,2,5,5-tetramethyl-1-aza-2,5-disila-1-cyclopentyl)-1-propyl]phthalimide). Isolated yield 71.1%. Reaction SMILES: [C:1]1(=[O:11])[NH:5][C:4](=[O:6])[C:3]2=[CH:7][CH:8]=[CH:9][CH:10]=[C:2]12.[K].Br[CH2:14][CH2:15][CH2:16][N:17]1[Si:21]([CH3:23])([CH3:22])[CH2:20][CH2:19][Si:18]1([CH3:25])[CH3:24]>CN(C)C=O>[CH3:22][Si:21]1([CH3:23])[CH2:20][CH2:19][Si:18]([CH3:25])([CH3:24])[N:17]1[CH2:16][CH2:15][CH2:14][N:5]1[C:1](=[O:11])[C:2]2=[CH:10][CH:9]=[CH:8][CH:7]=[C:3]2[C:4]1=[O:6] |f:0.1,^1:11|. Procedure details: About 3.36 g of potassium phthalimide, 4.89 g of 1-(3-bromopropyl)-2,2,5,5-tetramethyl-1-aza-2,5-disilacyclopentane, and 12 mL of N,N-dimethylformamide were mixed in a flask. The mixture was stirred for 5 hour while the flask was kept in an oil bath maintained at 75° C. The N,N-dimethylformamide was removed under vacuum. The residue was extracted with 90 mL of toluene and filtered. The filtrate was evaporated under vacuum. The residue was triturated with 80 mL of hexane, cooled with dry ice, and... The reactants are solution, C1(=CC=CC=C1)[Mg]Br (phenyl magnesium bromide), CCOCC (ether), FC1=CC=C(CN2C(C=3C(=C4C=CC=NC4=C(C3C2=O)O[Si](C(C)C)(C(C)C)C(C)C)OC)=O)C=C1 (7-(4-Fluoro-benzyl)-5-methoxy-9-triisopropylsilanyloxy-pyrrolo[3,4-g]quinoline-6,8-dione). The solvent is C1CCOC1 (THF), CCOC(=O)C (EtOAc). Reaction conditions: temperature 0 celsius, time 30 minute. Yields the product FC1=CC=C(CN2C(C=3C(=C4C=CC=NC4=C(C3C2=O)O[Si](C(C)C)(C(C)C)C(C)C)OC)(C2=CC=CC=C2)O)C=C1 (7-(4-Fluoro-benzyl)-6-hydroxy-5-methoxy-6-phenyl-9-triisopropylsilanyloxy-6,7-dihydro-pyrrolo[3,4-g]quinolin-8-one). Yield: 80.0%. RXN SMILES: [F:1][C:2]1[CH:36]=[CH:35][C:5]([CH2:6][N:7]2[C:19](=[O:20])[C:18]3[C:17]([O:21][Si:22]([CH:29]([CH3:31])[CH3:30])([CH:26]([CH3:28])[CH3:27])[CH:23]([CH3:25])[CH3:24])=[C:16]4[C:11]([CH:12]=[CH:13][CH:14]=[N:15]4)=[C:10]([O:32][CH3:33])[C:9]=3[C:8]2=[O:34])=[CH:4][CH:3]=1.[C:37]1([Mg]Br)[CH:42]=[CH:41][CH:40]=[CH:39][CH:38]=1.CCOCC>C1COCC1.CCOC(C)=O>[F:1][C:2]1[CH:3]=[CH:4][C:5]([CH2:6][N:7]2[C:19](=[O:20])[C:18]3[C:17]([O:21][Si:22]([CH:29]([CH3:30])[CH3:31])([CH:26]([CH3:27])[CH3:28])[CH:23]([CH3:25])[CH3:24])=[C:16]4[C:11]([CH:12]=[CH:13][CH:14]=[N:15]4)=[C:10]([O:32][CH3:33])[C:9]=3[C:8]2([OH:34])[C:37]2[CH:42]=[CH:41][CH:40]=[CH:39][CH:38]=2)=[CH:35][CH:36]=1. Reported procedure: A mixture of 13 (36 mg, 0.071 mmol) in 0.35 mL of dry THF was cooled to 0° C. A 26 μL aliquot of a 3 M solution of phenyl magnesium bromide in ether (0.078 mmol) was added to the mixture and the reaction was allowed to warm up to room temperature. The reaction was worked up in 30 minutes when the reaction was complete as indicated by TLC. The mixture was diluted with EtOAc and washed with water. The product 14 was purified by column chromatography using 20% EtOAc-Hex solvent system to provide 33...